Dataset: the Open Reaction Database (ORD), a public repository of structured organic reaction records. Task: describe an organic reaction: reactants, conditions, products, and yield Starting materials: CI (methyl iodide), ice water, C[O-].[Na+] (sodium methylate), C(C=C)C1=C2CCC(C2=CC=C1)=O (4-(2-propenyl)-indanone), CN(C=O)C (dimethylformamide). Run in CCOCC (ether), CCOCC (ether), C(C)OCC (ethyl ether), CCOCC (ether). Reaction conditions: time 2 hour. Product: CC1C(C2=CC=CC(=C2C1)CC=C)=O (2-methyl-4-(2-propenyl)-1-indanone). As a reaction SMILES: C[O-].[Na+].[CH2:4]([C:7]1[CH:15]=[CH:14][CH:13]=[C:12]2[C:8]=1[CH2:9][CH2:10][C:11]2=[O:16])[CH:5]=[CH2:6].[CH3:17]N(C)C=O.CI>C(OCC)C>[CH3:17][CH:10]1[CH2:9][C:8]2[C:12](=[CH:13][CH:14]=[CH:15][C:7]=2[CH2:4][CH:5]=[CH2:6])[C:11]1=[O:16] |f:0.1|. Procedure: 1.88 g of sodium methylate in 15 ml of ethyl ether is cooled to 0° C., a solution composed of 2.8 ml of ethyl formiate and 3 g of 4-(2-propenyl)-indanone in 6 ml of ether is introduced over 15 minutes, 5 ml of ether is added, with agitation for 15 minutes, and the suspension is allowed to rise to 20° C. 70 ml of dimethylformamide is added, with agitation for 2 hours, 2.15 ml of methyl iodide and 2 ml of ether are introduced, followed by agitation for 2 hours. The resulting mixture is then poured... The reactants are [Br-], C1CCC2=NCCCN2CC1, CCCCCCC, FC(F)(Cl)C=CCCCCCCCCCBr, O, Oc1ccc(Cl)cc1. Yields the product FC(F)(Cl)C=CCCCCCCCCCOc1ccc(Cl)cc1. Reaction SMILES: [Br-:36].[CH2:25]1[CH2:26][CH2:27][C:28]2=[N:33][CH2:32][CH2:31][CH2:30][N:29]2[CH2:34][CH2:35]1.[CH3:38][CH2:39][CH2:40][CH2:41][CH2:42][CH2:43][CH3:44].[Cl:1][C:2]([CH:3]=[CH:4][CH2:5][CH2:6][CH2:7][CH2:8][CH2:9][CH2:10][CH2:11][CH2:12][CH2:13][Br:14])([F:15])[F:16].[OH2:37].[OH:17][c:18]1[cH:19][cH:20][c:21]([Cl:22])[cH:23][cH:24]1>>[Cl:1][C:2]([CH:3]=[CH:4][CH2:5][CH2:6][CH2:7][CH2:8][CH2:9][CH2:10][CH2:11][CH2:12][CH2:13][O:17][c:18]1[cH:19][cH:20][c:21]([Cl:22])[cH:23][cH:24]1)([F:15])[F:16]. The reactants are FC1=C(C=C(C=C1)CC=C)OC1=CC=CC=C1 (3-(4-fluoro-3-phenoxyphenyl)-1-propene), hydrogen hexachloroplatinate hydrate, COC1=CC=C(C=C1)[SiH](C)C ((4-methoxyphenyl)dimethylsilane). The solvent is petroleum ether, C(C)(=O)OCC (ethyl acetate), O1CCCC1 (tetrahydrofuran). Run at temperature 150 celsius. Product: COC1=CC=C(C=C1)[Si](C)(C)CCCC1=CC(=C(C=C1)F)OC1=CC=CC=C1 ((4-methoxyphenyl)[3-(4-fluoro-3-phenoxyphenyl)propyl]dimethylsilane). RXN SMILES: [F:1][C:2]1[CH:7]=[CH:6][C:5]([CH2:8][CH:9]=[CH2:10])=[CH:4][C:3]=1[O:11][C:12]1[CH:17]=[CH:16][CH:15]=[CH:14][CH:13]=1.[CH3:18][O:19][C:20]1[CH:25]=[CH:24][C:23]([SiH:26]([CH3:28])[CH3:27])=[CH:22][CH:21]=1>O1CCCC1.C(OCC)(=O)C>[CH3:18][O:19][C:20]1[CH:25]=[CH:24][C:23]([Si:26]([CH2:10][CH2:9][CH2:8][C:5]2[CH:6]=[CH:7][C:2]([F:1])=[C:3]([O:11][C:12]3[CH:13]=[CH:14][CH:15]=[CH:16][CH:17]=3)[CH:4]=2)([CH3:27])[CH3:28])=[CH:22][CH:21]=1. Reported procedure: To a mixture of 1.14 g (0.005 mole) of 3-(4-fluoro-3-phenoxyphenyl)-1-propene and 0.004 g (0.00001 mole) of hydrogen hexachloroplatinate hydrate in 1 mL of tetrahydrofuran under nitrogen was added slowly 0.83 g (0.005 mole) of (4-methoxyphenyl)dimethylsilane. After completion of addition the reaction mixture was diluted with a mixture of petroleum ether and ethyl acetate. This solution was treated with activated carbon and then was filtered through a short column of silica gel. The solvent was e... Starting materials: solution, C(=O)(Cl)Cl (phosgene), Cl.NC1=C(C=C(C=2N=C(SC21)Cl)Cl)F (7-amino-2,4-dichloro-6-fluorobenzothiazole hydrochloride). Run in C1(=CC=CC=C1)C (toluene), C1(=CC=CC=C1)C (toluene). Conditions: temperature 100 celsius. Product: ClC=1SC2=C(N1)C(=CC(=C2N=C=O)F)Cl (2,4-Dichloro-6-fluoro-7-isocyanatobenzothiazole). As a reaction SMILES: [C:1](Cl)(Cl)=[O:2].Cl.[NH2:6][C:7]1[C:15]2[S:14][C:13]([Cl:16])=[N:12][C:11]=2[C:10]([Cl:17])=[CH:9][C:8]=1[F:18]>C1(C)C=CC=CC=1>[Cl:16][C:13]1[S:14][C:15]2[C:7]([N:6]=[C:1]=[O:2])=[C:8]([F:18])[CH:9]=[C:10]([Cl:17])[C:11]=2[N:12]=1 |f:1.2|. Procedure details: 31 ml of a 20% solution of phosgene in toluene was added, dropwise, at room temperature to a suspension of 5.1 g 7-amino-2,4-dichloro-6-fluorobenzothiazole hydrochloride in 30 ml abs. toluene. The mixture was heated for 8 hours at 100° C. and the toluene removed in vacuo. The residue was triturated with hexane. Yield: 4.8 g=90% of theory m.p.: 95°-98° C. Starting materials: O=C([O-])[O-], Brc1ccc2c(ccn2Cc2ccccc2)c1, ClCCl, [K+], [K+], C1COCCO1, O, OB(O)c1ccccc1. Yields the product c1ccc(Cn2ccc3cc(-c4ccccc4)ccc32)cc1. Reaction SMILES: [C:30](=[O:31])([O-:32])[O-:33].[CH2:1]([c:2]1[cH:3][cH:4][cH:5][cH:6][cH:7]1)[n:8]1[cH:9][cH:10][c:11]2[cH:12][c:13]([Br:17])[cH:14][cH:15][c:16]12.[Cl:27][CH2:28][Cl:29].[K+:34].[K+:35].[O:36]1[CH2:37][CH2:38][O:39][CH2:40][CH2:41]1.[OH2:42].[OH:18][B:19]([OH:20])[c:21]1[cH:22][cH:23][cH:24][cH:25][cH:26]1>>[CH2:1]([c:2]1[cH:3][cH:4][cH:5][cH:6][cH:7]1)[n:8]1[cH:9][cH:10][c:11]2[cH:12][c:13](-[c:21]3[cH:22][cH:23][cH:24][cH:25][cH:26]3)[cH:14][cH:15][c:16]12. The reactants are O=C([O-])[O-], c1ccc(CSc2nc[nH]n2)cc1, CN(C)C(=O)Cl, CN(C)C=O, [K+], [K+], O. The product is CN(C)C(=O)n1cnc(SCc2ccccc2)n1. Reaction SMILES: [C:20](=[O:21])([O-:22])[O-:23].[CH2:1]([c:2]1[cH:3][cH:4][cH:5][cH:6][cH:7]1)[S:8][c:9]1[n:10][nH:11][cH:12][n:13]1.[CH3:14][N:15]([C:16](=[O:17])[Cl:18])[CH3:19].[CH3:27][N:28]([CH3:29])[CH:30]=[O:31].[K+:24].[K+:25].[OH2:26]>>[CH2:1]([c:2]1[cH:3][cH:4][cH:5][cH:6][cH:7]1)[S:8][c:9]1[n:10][n:11]([C:16]([N:15]([CH3:14])[CH3:19])=[O:17])[cH:12][n:13]1. The reactants are ClC1=C(C=C2C(NC(=NC2=C1)N1N=CC(=C1)C(=O)OCC)=O)N1CCCCC1 (ethyl 1-(7-chloro-4-oxo-6-(piperidin-1-yl)-3,4-dihydroquinazolin-2-yl)-1H-pyrazole-4-carboxylate), CNCC (N-methylethanamine). Product: C(C)N(C1=NC(=NC2=CC(=C(C=C12)N1CCCCC1)Cl)N1N=CC(=C1)C(=O)O)C (1-(4-(Ethyl(methyl)amino)-7-chloro-6-(piperidin-1-yl)quinazolin-2-yl)-1H-pyrazole-4-carboxylic acid). RXN SMILES: [Cl:1][C:2]1[CH:11]=[C:10]2[C:5]([C:6](=O)[NH:7][C:8]([N:12]3[CH:16]=[C:15]([C:17]([O:19]CC)=[O:18])[CH:14]=[N:13]3)=[N:9]2)=[CH:4][C:3]=1[N:23]1[CH2:28][CH2:27][CH2:26][CH2:25][CH2:24]1.[CH3:29][NH:30][CH2:31][CH3:32]>>[CH2:31]([N:30]([CH3:29])[C:6]1[C:5]2[C:10](=[CH:11][C:2]([Cl:1])=[C:3]([N:23]3[CH2:28][CH2:27][CH2:26][CH2:25][CH2:24]3)[CH:4]=2)[N:9]=[C:8]([N:12]2[CH:16]=[C:15]([C:17]([OH:19])=[O:18])[CH:14]=[N:13]2)[N:7]=1)[CH3:32]. Procedure details: The above compound may be made analogous to Example 1 using ethyl 1-(7-chloro-4-oxo-6-(piperidin-1-yl)-3,4-dihydroquinazolin-2-yl)-1H-pyrazole-4-carboxylate in step D and N-methylethanamine in step E. MS (ESI): predicted mass calcd. for C20H23ClN6O2, 414.9 The reactants are CS(=O)(=O)c1ccc(C(CC2CCCC2)c2cc3cc(N)cnc3[nH]2)cc1, Cl[Cu], Cl, Cl, O=N[O-], [Na+], [Na+], [OH-], O. Yields the product CS(=O)(=O)c1ccc(C(CC2CCCC2)c2cc3cc(Cl)cnc3[nH]2)cc1. RXN SMILES: [CH:2]1([CH2:7][CH:8]([c:9]2[cH:10][cH:11][c:12]([S:15](=[O:16])(=[O:17])[CH3:18])[cH:13][cH:14]2)[c:19]2[cH:20][c:21]3[c:22]([n:23][cH:24][c:25]([NH2:27])[cH:26]3)[nH:28]2)[CH2:3][CH2:4][CH2:5][CH2:6]1.[Cl:37][Cu:38].[ClH:1].[ClH:35].[N:29]([O-:30])=[O:31].[Na+:32].[Na+:34].[OH-:33].[OH2:36]>>[Cl:1][c:25]1[cH:24][n:23][c:22]2[c:21]([cH:20][c:19]([CH:8]([CH2:7][CH:2]3[CH2:3][CH2:4][CH2:5][CH2:6]3)[c:9]3[cH:10][cH:11][c:12]([S:15](=[O:16])(=[O:17])[CH3:18])[cH:13][cH:14]3)[nH:28]2)[cH:26]1.